Dataset: the Open Reaction Database (ORD), a public repository of structured organic reaction records. Task: describe an organic reaction: reactants, conditions, products, and yield Starting materials: CC(C)(OC(=O)NC(C(C(=O)OC(C)C)O)CC1CCCCC1)C (β-[[(1,1-dimethylethoxy)carbonyl]amino]-α-hydroxycyclohexanebutanoic acid, 1-methylethyl ester). Run in C(Cl)Cl (methylene chloride). Conditions: temperature 0 celsius. Product: NC(C(C(=O)OC(C)C)O)CC1CCCCC1 (β-amino-α-hydroxycyclohexanebutanoic acid, 1-methylethyl ester). Yield: 73.0%. RXN SMILES: CC(C)(OC([NH:7][CH:8]([CH2:17][CH:18]1[CH2:23][CH2:22][CH2:21][CH2:20][CH2:19]1)[CH:9]([OH:16])[C:10]([O:12][CH:13]([CH3:15])[CH3:14])=[O:11])=O)C>C(Cl)Cl>[NH2:7][CH:8]([CH2:17][CH:18]1[CH2:19][CH2:20][CH2:21][CH2:22][CH2:23]1)[CH:9]([OH:16])[C:10]([O:12][CH:13]([CH3:14])[CH3:15])=[O:11]. Reported procedure: β-[[(1,1-dimethylethoxy)carbonyl]amino]-α-hydroxycyclohexanebutanoic acid, 1-methylethyl ester (mixture of [R-(R*,S*)] and [S-(R*,R*)]isomers) (Example F), 3.4 g (10 mmol), is dissolved in methylene chloride, cooled to 0° C. and hydrochloric acid gas is bubbled in for five minutes every 15 minutes for two hours. The solution is diluted with ethyl acetate (50 ml) washed with saturated sodium bicarbonate solution (100 ml) and then with saturated brine solution (100 ml). The organics are separated,... Starting materials: C=CC(=O)OC, CO, ClC(Cl)Cl, O=c1ccc(-c2c(-c3ccccc3)nn3ccccc23)n[nH]1. Product: COC(=O)CCn1nc(-c2c(-c3ccccc3)nn3ccccc23)ccc1=O. RXN SMILES: [C:23]([CH:24]=[CH2:25])(=[O:26])[O:27][CH3:28].[CH3:29][OH:30].[CH:31]([Cl:32])([Cl:33])[Cl:34].[O:1]=[c:2]1[nH:3][n:4][c:5](-[c:8]2[c:9](-[c:17]3[cH:18][cH:19][cH:20][cH:21][cH:22]3)[n:10][n:11]3[c:12]2[cH:13][cH:14][cH:15][cH:16]3)[cH:6][cH:7]1>>[O:1]=[c:2]1[n:3]([CH2:25][CH2:24][C:23](=[O:26])[O:27][CH3:28])[n:4][c:5](-[c:8]2[c:9](-[c:17]3[cH:18][cH:19][cH:20][cH:21][cH:22]3)[n:10][n:11]3[c:12]2[cH:13][cH:14][cH:15][cH:16]3)[cH:6][cH:7]1. Starting materials: C(C)(C)OC1=C2CCCCC2=CC=C1OC (5-isopropoxy-6-methoxy-1,2,3,4-tetrahydronaphtalene), O.O1CCOCC1 (water dioxane), 2,4-dichloro-5,6-dicyanobenzoquinone. Run at time 12 hour. Solvent: O1CCOCC1 (dioxane). As a reaction SMILES: [CH:1]([O:4][C:5]1[C:14]([O:15][CH3:16])=[CH:13][CH:12]=[C:11]2[C:6]=1[CH2:7][CH2:8][CH2:9][CH2:10]2)([CH3:3])[CH3:2].O.[O:18]1CCOCC1>O1CCOCC1>[CH:1]([O:4][C:5]1[C:14]([O:15][CH3:16])=[CH:13][CH:12]=[C:11]2[C:6]=1[CH2:7][CH2:8][CH2:9][C:10]2=[O:18])([CH3:3])[CH3:2] |f:1.2|. Yield: 71.0%. The product is C(C)(C)OC1=C2CCCC(C2=CC=C1OC)=O (5-Isopropoxy-6-methoxy-3,4-dihydro-2H-naphthalen-1-one). Procedure details: 34 (120 mg, 0.55 mmol) was weighed in a 100 mL round bottom flask and a solution of 5 mL of water:dioxane (5:95) was added and the reaction was set up under nitrogen. A solution of 2,4-dichloro-5,6-dicyanobenzoquinone (0.25 g, 1.09 mmol) dissolved in 5 mL of dioxane was added dropwise to the reaction mixture. The reaction mixture was stirred for 12 h. The solid separated was filtered and washed with ethylacetate. The filtrate was concentrated under reduced pressure and 10 mL of saturated sodium ... The reactants are CC=1C=CC=CC1C (o-xylene), 22B, C(C)(C)(C)C=1C=C(C2=C(C(C(O2)=O)O)C1)C(C)(C)C (5,7-di-tert-butyl-3-hydroxy-3H-benzofuran-2-one), C(C)(C)(C)C=1C=C(C2=C(C(C(O2)=O)O)C1)C(C)(C)C (5,7-di-tert-butyl-3-hydroxy-3H-benzofuran-2-one). Solvent: O (water). The product is O1C(CC2=C1C=CC=C2)=O (3H-benzofuran-2-one), CC=1C=C(C=CC1C)C1C(OC2=C1C=C(C=C2C(C)(C)C)C(C)(C)C)=O (3-(3,4-dimethylphenyl)-5,7-di-tert-butyl-3H-benzofuran-2-one). Reaction SMILES: [C:1]([C:5]1[CH:6]=[C:7]([C:16]([CH3:19])([CH3:18])[CH3:17])[C:8]2[O:12][C:11](=[O:13])[CH:10](O)[C:9]=2[CH:15]=1)([CH3:4])([CH3:3])[CH3:2].[CH3:20][C:21]1[CH:22]=[CH:23][CH:24]=[CH:25][C:26]=1[CH3:27]>O>[O:12]1[C:8]2[CH:7]=[CH:6][CH:5]=[CH:15][C:9]=2[CH2:10][C:11]1=[O:13].[CH3:20][C:21]1[CH:22]=[C:23]([CH:10]2[C:9]3[CH:15]=[C:5]([C:1]([CH3:4])([CH3:3])[CH3:2])[CH:6]=[C:7]([C:16]([CH3:17])([CH3:18])[CH3:19])[C:8]=3[O:12][C:11]2=[O:13])[CH:24]=[CH:25][C:26]=1[CH3:27]. Reported procedure: To a solution of 262.3 g (1.00 mol) of 5,7-di-tert-butyl-3-hydroxy-3H-benzofuran-2-one (compound (201), Table 2, Example la) in 500 ml (4.05 mol) of o-xylene are added 40 g of Fulcat 22B and the mixture is refluxed for 1.5 hours on a water separator. The Fulcat 22B catalyst is then removed by filtration and excess p-xylene is removed by distillation on a vacuum rotary evaporator. Crystallisation of the residue from 500 ml of methanol yields 244 g (69% ) of 3-(3,4-dimethylphenyl)-5,7-di-tert-buty...